describe an organic reaction: reactants, conditions, products, and yield From a dataset of the Open Reaction Database (ORD), a public repository of structured organic reaction records. Reported procedure: The hydrobromide was dissolved in 140 mL anhydrous ethanol, and 28 mL methyloxirane was added. The solution was heated to reflux for 1 hour under nitrogen. The solvent was evaporated to yield 0.45 g (1.45 mmol, 65%) of 8. ##STR21## RXN SMILES: Br.[NH2:2][C@@H:3]([CH2:15][C:16]1[CH:21]=[CH:20][CH:19]=[CH:18][CH:17]=1)[C@H:4]([CH2:8][C:9]1[CH:14]=[CH:13][CH:12]=[CH:11][CH:10]=1)[C:5]([OH:7])=[S:6].CC1CO1>C(O)C>[NH2:2][C@@H:3]([CH2:15][C:16]1[CH:21]=[CH:20][CH:19]=[CH:18][CH:17]=1)[C@H:4]([CH2:8][C:9]1[CH:10]=[CH:11][CH:12]=[CH:13][CH:14]=1)[C:5]([OH:7])=[S:6] |f:0.1|. The product is N[C@H]([C@@H](C(=S)O)CC1=CC=CC=C1)CC1=CC=CC=C1 ((2S,3S)-3-Amino-2-Benzyl-4-phenylthiobutanoic acid). Starting materials: Br.N[C@H]([C@@H](C(=S)O)CC1=CC=CC=C1)CC1=CC=CC=C1 ((2S,3S)-3-amino-2-benzyl-4-phenylthiobutanoic acid hydrobromide), CC1OC1 (methyloxirane). Solvent: C(C)O (ethanol). Isolated yield 65.0%.